This data is from the Open Reaction Database (ORD), a public repository of structured organic reaction records. The task is: describe an organic reaction: reactants, conditions, products, and yield Reactants: C(C)OC(=O)C1=CN(C2=NC(=C(C=C2C1=O)F)N1CC(C(C1)O)NCC1=CC=CC=C1)CCC#N (7-(3-Benzylamino-4-hydroxy-pyrrolidin-1-yl)-1-(2-cyano-ethyl)-6-fluoro-4-oxo-1,4-dihydro-(1,8)naphthyridine-3-carboxylic acid ethyl ester), [OH-].[Na+] (NaOH), Cl (HCl). Run in C(C)O (ethanol). Run at temperature 50 celsius, time 18 hour. The product is C(C1=CC=CC=C1)N[C@@H]1CN(C[C@@H]1O)C1=C(C=C2C(C(=CNC2=N1)C(=O)O)=O)F (7-((3R,4S)-3-(benzylamino)-4-hydroxypyrrolidin-1-yl)-6-fluoro-4-oxo-1,4-dihydro-1,8-naphthyridine-3-carboxylic acid). As a reaction SMILES: C([O:3][C:4]([C:6]1[C:15](=[O:16])[C:14]2[C:9](=[N:10][C:11]([N:18]3[CH2:22][CH:21]([OH:23])[CH:20]([NH:24][CH2:25][C:26]4[CH:31]=[CH:30][CH:29]=[CH:28][CH:27]=4)[CH2:19]3)=[C:12]([F:17])[CH:13]=2)[N:8](CCC#N)[CH:7]=1)=[O:5])C.[OH-].[Na+].Cl>C(O)C>[CH2:25]([NH:24][C@H:20]1[C@@H:21]([OH:23])[CH2:22][N:18]([C:11]2[N:10]=[C:9]3[C:14]([C:15](=[O:16])[C:6]([C:4]([OH:5])=[O:3])=[CH:7][NH:8]3)=[CH:13][C:12]=2[F:17])[CH2:19]1)[C:26]1[CH:31]=[CH:30][CH:29]=[CH:28][CH:27]=1 |f:1.2|. Reported procedure: A solution of EXAMPLE 199B (0.1 g) in ethanol (1 mL) at 25° C. was treated with 1N NaOH (1 mL), stirred for 18 hours at 50° C., cooled, neutralized with 10% HCl, and filtered. Starting materials: ClC1=CC=C(C=C1)C(CO)(CC)N1C=CC2=C(C=CC=C12)N1C(=CC=C1C)C (2-(4-chlorophenyl)-2-(4-(2,5-dimethyl-1H-pyrrol-1-yl)-1H-indol-1-yl)butan-1-ol), [H-].[Na+] (NaH), IC (iodomethane). Run in CN(C)C=O (DMF). Reaction conditions: time 2 hour. Product: ClC1=CC=C(C=C1)C(COC)(CC)N1C=CC2=C(C=CC=C12)N1C(=CC=C1C)C (1-(2-(4-Chlorophenyl)-1-methoxybutan-2-yl)-4-(2,5-dimethyl-1H-pyrrol-1-yl)-1H-indole). RXN SMILES: [Cl:1][C:2]1[CH:7]=[CH:6][C:5]([C:8]([N:13]2[C:21]3[C:16](=[C:17]([N:22]4[C:26]([CH3:27])=[CH:25][CH:24]=[C:23]4[CH3:28])[CH:18]=[CH:19][CH:20]=3)[CH:15]=[CH:14]2)([CH2:11][CH3:12])[CH2:9][OH:10])=[CH:4][CH:3]=1.[H-].[Na+].I[CH3:32]>CN(C=O)C>[Cl:1][C:2]1[CH:7]=[CH:6][C:5]([C:8]([N:13]2[C:21]3[C:16](=[C:17]([N:22]4[C:26]([CH3:27])=[CH:25][CH:24]=[C:23]4[CH3:28])[CH:18]=[CH:19][CH:20]=3)[CH:15]=[CH:14]2)([CH2:11][CH3:12])[CH2:9][O:10][CH3:32])=[CH:4][CH:3]=1 |f:1.2|. Procedure details: A solution of 2-(4-chlorophenyl)-2-(4-(2,5-dimethyl-1H-pyrrol-1-yl)-1H-indol-1-yl)butan-1-ol (89 mg) in dry DMF (3 mL) was treated by NaH (60% in oil, 18 mg) at 0° C. for 30 min, then was added iodomethane (97 mg). The mixture was stirred at room temperature for 2 h. The solution was quenched with saturated ammonium chloride solution, and extracted with ethyl acetate (25 mL). The organic layers was washed with brine, dried over sodium sulfate, and evaporated to afford the title compound as a whi... Procedure details: 0.7 g (16.5 mmol) of sodium hydride are added portionwise to a solution at 0° C. of 3.9 g (16.5 mmol) of methyl (diethoxyphosphoryl)methoxyacetate in 45 mL of tetrahydrofuran. The reaction mixture is stirred for 45 minutes at room temperature, followed by dropwise addition of 3.4 g (11.8 mmol) of 3-butoxy-4-iodobenzaldehyde (prepared as described in Example 19g) in 30 mL of tetrahydrofuran. The reaction is slightly exothermic and the reaction mixture is maintained at a temperature of 25-27° C. w... RXN SMILES: [H-].[Na+].C(OP([CH2:11][O:12][CH2:13][C:14]([O:16][CH3:17])=[O:15])(OCC)=O)C.[CH2:18]([O:22][C:23]1[CH:24]=[C:25]([CH:28]=[CH:29][C:30]=1[I:31])[CH:26]=O)[CH2:19][CH2:20][CH3:21].O>O1CCCC1.C(OCC)(=O)C>[CH2:18]([O:22][C:23]1[CH:24]=[C:25](/[CH:26]=[C:13](\[O:12][CH3:11])/[C:14]([O:16][CH3:17])=[O:15])[CH:28]=[CH:29][C:30]=1[I:31])[CH2:19][CH2:20][CH3:21].[CH2:18]([O:22][C:23]1[CH:24]=[C:25](/[CH:26]=[C:13](/[O:12][CH3:11])\[C:14]([O-:16])=[O:15])[CH:28]=[CH:29][C:30]=1[I:31])[CH2:19][CH2:20][CH3:21] |f:0.1|. Solvent: O1CCCC1 (tetrahydrofuran), C(C)(=O)OCC (ethyl acetate), O1CCCC1 (tetrahydrofuran). Yield: 33.0%. Product: C(CCC)OC=1C=C(C=CC1I)\C=C(\C(=O)OC)/OC (methyl (Z)-3-(3-butoxy-4-iodophenyl)-2-methoxyacrylate), C(CCC)OC=1C=C(C=CC1I)/C=C(\C(=O)[O-])/OC ((E)-3-(3-butoxy-4-iodophenyl)-2-methoxyacrylate). Conditions: time 45 minute. Starting materials: C(CCC)OC=1C=C(C=O)C=CC1I (3-butoxy-4-iodobenzaldehyde), O (water), [H-].[Na+] (sodium hydride), C(C)OP(=O)(OCC)COCC(=O)OC (methyl (diethoxyphosphoryl)methoxyacetate). Reactants: O=C1CCC(=O)N1Br, O=C1CCc2cccc3c2N1CCC3, CN(C)C=O, O. Product: O=C1CCc2cc(Br)cc3c2N1CCC3. Reaction SMILES: [Br:15][N:16]1[C:17](=[O:18])[CH2:19][CH2:20][C:21]1=[O:22].[CH2:1]1[CH2:2][C:3](=[O:14])[N:4]2[c:5]3[c:6]([cH:7][cH:8][cH:9][c:10]31)[CH2:11][CH2:12][CH2:13]2.[O:24]=[CH:25][N:26]([CH3:27])[CH3:28].[OH2:23]>>[CH2:1]1[CH2:2][C:3](=[O:14])[N:4]2[c:5]3[c:6]([cH:7][c:8]([Br:15])[cH:9][c:10]31)[CH2:11][CH2:12][CH2:13]2. Starting materials: CN(C)C=O, Cc1oc(-c2ccccc2)nc1CCl, Cl, [H-], [Na+], O, O=C1NC(=O)C(CCc2ccc(O)cc2)S1. Product: Cc1oc(-c2ccccc2)nc1COc1ccc(CCC2SC(=O)NC2=O)cc1. Reaction SMILES: [CH3:34][N:35]([CH3:36])[CH:37]=[O:38].[Cl:19][CH2:20][c:21]1[n:22][c:23](-[c:27]2[cH:28][cH:29][cH:30][cH:31][cH:32]2)[o:24][c:25]1[CH3:26].[ClH:33].[H-:1].[Na+:2].[OH2:39].[OH:3][c:4]1[cH:5][cH:6][c:7]([CH2:10][CH2:11][CH:12]2[C:13](=[O:18])[NH:14][C:15](=[O:17])[S:16]2)[cH:8][cH:9]1>>[O:3]([c:4]1[cH:5][cH:6][c:7]([CH2:10][CH2:11][CH:12]2[C:13](=[O:18])[NH:14][C:15](=[O:17])[S:16]2)[cH:8][cH:9]1)[CH2:20][c:21]1[n:22][c:23](-[c:27]2[cH:28][cH:29][cH:30][cH:31][cH:32]2)[o:24][c:25]1[CH3:26]. The reactants are C1(=CC=CC=C1)CC1=NOC(=N1)C(Cl)(Cl)Cl (3-(phenylmethyl)-5-trichloromethyl-1,2,4-oxadiazole), [OH-].[Na+] (sodium hydroxide). The solvent is C(C)O (ethanol). Product: C1(=CC=CC=C1)CC1=NOC(N1)=O (3-(phenylmethyl)-1,2,4-oxadiazol-5-(4H)-one). As a reaction SMILES: [C:1]1([CH2:7][C:8]2[N:12]=[C:11](C(Cl)(Cl)Cl)[O:10][N:9]=2)[CH:6]=[CH:5][CH:4]=[CH:3][CH:2]=1.[OH-:17].[Na+]>C(O)C>[C:1]1([CH2:7][C:8]2[NH:12][C:11](=[O:17])[O:10][N:9]=2)[CH:6]=[CH:5][CH:4]=[CH:3][CH:2]=1 |f:1.2|. Reported procedure: 60 g. (0.22 moles) of 3-(phenylmethyl)-5-trichloromethyl-1,2,4-oxadiazole is dissolved in 100 ml. of ethanol. The solution is stirred and 132 ml. (0.264 mole) of 2N sodium hydroxide solution are added dropwise. The temperature of the mixture rises to about 40°. After the addition has been completed, the mixture is stirred for an additional 30 minutes and then concentrated in a rotary evaporator. The residue is treated with water, filtered and the filtrate is acidified with 2N hydrochloric acid. ... Reactants: Br, Cc1ccccc1, OCCCCCCCCO. The product is OCCCCCCCCBr. As a reaction SMILES: [BrH:11].[CH3:12][c:13]1[cH:14][cH:15][cH:16][cH:17][cH:18]1.[OH:1][CH2:2][CH2:3][CH2:4][CH2:5][CH2:6][CH2:7][CH2:8][CH2:9][OH:10]>>[OH:1][CH2:2][CH2:3][CH2:4][CH2:5][CH2:6][CH2:7][CH2:8][CH2:9][Br:11]. The reactants are N(=[N+]=[N-])C=1C=C(C(=O)NC2=C(C(=CC(=C2)C(C)(C)C)NS(=O)(=O)C)OC)C=CC1C (3-azido-N-(5-tert-butyl-3-methanesulfonylamino-2-methoxy-phenyl)-4-methyl-benzamide), C(#C)C=1C=CC(=NC1)N(C)C ((5-ethynyl-pyridin-2-yl)-dimethyl-amine). Yields the product C(C)(C)(C)C=1C=C(C(=C(C1)NC(C1=CC(=C(C=C1)C)N1N=NC(=C1)C=1C=NC(=CC1)N(C)C)=O)OC)NS(=O)(=O)C (N-(5-tert-Butyl-3-methanesulfonylamino-2-methoxy-phenyl)-3-[4-(6-dimethylamino-pyridin-3-yl)-[1,2,3]triazol-1-yl]-4-methyl-benzamide). RXN SMILES: [N:1]([C:4]1[CH:5]=[C:6]([CH:27]=[CH:28][C:29]=1[CH3:30])[C:7]([NH:9][C:10]1[CH:15]=[C:14]([C:16]([CH3:19])([CH3:18])[CH3:17])[CH:13]=[C:12]([NH:20][S:21]([CH3:24])(=[O:23])=[O:22])[C:11]=1[O:25][CH3:26])=[O:8])=[N+:2]=[N-:3].[C:31]([C:33]1[CH:34]=[CH:35][C:36]([N:39]([CH3:41])[CH3:40])=[N:37][CH:38]=1)#[CH:32]>>[C:16]([C:14]1[CH:13]=[C:12]([NH:20][S:21]([CH3:24])(=[O:22])=[O:23])[C:11]([O:25][CH3:26])=[C:10]([NH:9][C:7](=[O:8])[C:6]2[CH:27]=[CH:28][C:29]([CH3:30])=[C:4]([N:1]3[CH:32]=[C:31]([C:33]4[CH:38]=[N:37][C:36]([N:39]([CH3:41])[CH3:40])=[CH:35][CH:34]=4)[N:3]=[N:2]3)[CH:5]=2)[CH:15]=1)([CH3:18])([CH3:19])[CH3:17]. Reported procedure: Example 24 was prepared from 3-azido-N-(5-tert-butyl-3-methanesulfonylamino-2-methoxy-phenyl)-4-methyl-benzamide and (5-ethynyl-pyridin-2-yl)-dimethyl-amine in the same manner as Example 15. ESI MS m/z 578 [C29H35N7O4S+H]+.